This data is from the Open Reaction Database (ORD), a public repository of structured organic reaction records. The task is: describe an organic reaction: reactants, conditions, products, and yield Reactants: C(C)OC(CCCOC1=C(C(=CC=C1)CCCCCCOC1=CC(=CC(=C1)Br)Br)CCC(=O)OCC)=O (4-{3-[6-(3,5-dibromo-phenoxy)-hexyl]-2-(2-ethoxycarbonyl-ethyl)-phenoxy}-butyric acid ethyl ester), FC1=NC=CC(=C1)B(O)O (2-fluoro-pyridin-4-ylboronic acid). The product is C(C)OC(CCCOC1=C(C(=CC=C1)CCCCCCOC1=CC(=CC(=C1)C1=CC(=NC=C1)F)C1=CC(=NC=C1)F)CCC(=O)OCC)=O (4-[3-{6-[3,5-bis-(2-fluoro-pyridin-4-yl)-phenoxy]-hexyl}-2-(2-ethoxycarbonyl-ethyl)-phenoxy]-butyric acid ethyl ester). Isolated yield 66.7%. RXN SMILES: [CH2:1]([O:3][C:4](=[O:37])[CH2:5][CH2:6][CH2:7][O:8][C:9]1[CH:14]=[CH:13][CH:12]=[C:11]([CH2:15][CH2:16][CH2:17][CH2:18][CH2:19][CH2:20][O:21][C:22]2[CH:27]=[C:26](Br)[CH:25]=[C:24](Br)[CH:23]=2)[C:10]=1[CH2:30][CH2:31][C:32]([O:34][CH2:35][CH3:36])=[O:33])[CH3:2].[F:38][C:39]1[CH:44]=[C:43](B(O)O)[CH:42]=[CH:41][N:40]=1>>[CH2:1]([O:3][C:4](=[O:37])[CH2:5][CH2:6][CH2:7][O:8][C:9]1[CH:14]=[CH:13][CH:12]=[C:11]([CH2:15][CH2:16][CH2:17][CH2:18][CH2:19][CH2:20][O:21][C:22]2[CH:27]=[C:26]([C:43]3[CH:42]=[CH:41][N:40]=[C:39]([F:38])[CH:44]=3)[CH:25]=[C:24]([C:43]3[CH:42]=[CH:41][N:40]=[C:39]([F:38])[CH:44]=3)[CH:23]=2)[C:10]=1[CH2:30][CH2:31][C:32]([O:34][CH2:35][CH3:36])=[O:33])[CH3:2]. Procedure details: A similar procedure as described in Example 1, step 2 was used, starting from 4-{3-[6-(3,5-dibromo-phenoxy)-hexyl]-2-(2-ethoxycarbonyl-ethyl)-phenoxy}-butyric acid ethyl ester (321 mg, 0.5 mmol) and 2-fluoro-pyridin-4-ylboronic acid (422 mg, 3.0 mmol) to isolate 4-[3-{6-[3,5-bis-(2-fluoro-pyridin-4-yl)-phenoxy]-hexyl}-2-(2-ethoxycarbonyl-ethyl)-phenoxy]-butyric acid ethyl ester (225 mg, 67%) as a colorless oil: ES(+)-HRMS m/e calculated for C39H44F2N2O6 (M+H)+ 675.3240, found 675.3238. The reactants are [Br-], CCOC(C)=O, CC(=O)c1cccc(O)c1. Yields the product O=C(CBr)c1cccc(O)c1. RXN SMILES: [Br-:1].[CH3:12][CH2:13][O:14][C:15](=[O:16])[CH3:17].[OH:2][c:3]1[cH:4][c:5]([C:9]([CH3:10])=[O:11])[cH:6][cH:7][cH:8]1>>[Br:1][CH2:10][C:9]([c:5]1[cH:4][c:3]([OH:2])[cH:8][cH:7][cH:6]1)=[O:11]. Starting materials: C(CCC)C=1N=NC2=CC=CC=C2C1O (3-butyl-4-hydroxy cinnoline), BrCC1=CC=C(C#N)C=C1 (4-(bromomethyl)benzonitrile). The product is C(CCC)C=1N=NC2=CC=CC=C2C1OCC1=CC=C(C#N)C=C1 (4-[[(3-butyl-4-cinnolinyl)-oxy]-methyl]benzonitrile). Reaction SMILES: [CH2:1]([C:5]1[N:6]=[N:7][C:8]2[C:13]([C:14]=1[OH:15])=[CH:12][CH:11]=[CH:10][CH:9]=2)[CH2:2][CH2:3][CH3:4].Br[CH2:17][C:18]1[CH:25]=[CH:24][C:21]([C:22]#[N:23])=[CH:20][CH:19]=1>>[CH2:1]([C:5]1[N:6]=[N:7][C:8]2[C:13]([C:14]=1[O:15][CH2:17][C:18]1[CH:25]=[CH:24][C:21]([C:22]#[N:23])=[CH:20][CH:19]=1)=[CH:12][CH:11]=[CH:10][CH:9]=2)[CH2:2][CH2:3][CH3:4]. Procedure: Using the procedure of Example 6, the product of Step B of Example 13 and 4-(bromomethyl)benzonitrile were reacted to obtain the desired product. Starting materials: C(#N)N=C(OC)C1=NC=CC=C1 (Methyl N-cyano-2-pyridinecarboximidate), COC1=CC=C(N)C=C1 (4-methoxyaniline). Run in CO (methanol). Reaction conditions: time 30 minute. Yields the product C(#N)NC(=NC1=CC=C(C=C1)OC)C1=NC=CC=C1 (N-cyano-N'-(4-methoxyphenyl)-2-pyridinecarboximidamide). Isolated yield 93.5%. Reaction SMILES: [C:1]([N:3]=[C:4]([C:7]1[CH:12]=[CH:11][CH:10]=[CH:9][N:8]=1)OC)#[N:2].[CH3:13][O:14][C:15]1[CH:21]=[CH:20][C:18]([NH2:19])=[CH:17][CH:16]=1>CO>[C:1]([NH:3][C:4]([C:7]1[CH:12]=[CH:11][CH:10]=[CH:9][N:8]=1)=[N:19][C:18]1[CH:20]=[CH:21][C:15]([O:14][CH3:13])=[CH:16][CH:17]=1)#[N:2]. Procedure details: Methyl N-cyano-2-pyridinecarboximidate (0.50 g, 3.1 mmol) was dissolved in methanol (10 ml), 4-methoxyaniline (0.36 g, 3.4 mmol) was added, and the resulting mixture was stirred at room temperature for 30 minutes. After the reaction was completed, the reaction solution was concentrated under reduced pressure, and the residue thus obtained was crystallized from dichloromethane-diethyl ether to give the title compound (0.74 g, 2.9 mmol, yield: 94%) as colorless needles. Starting materials: Fc1cccc(Br)c1Cl, CCOC(C)=O, O=C([O-])[O-], [Cs+], [Cs+], CN(C)C=O, O, SCc1ccccc1. The product is Clc1c(Br)cccc1SCc1ccccc1. RXN SMILES: [Br:15][c:16]1[c:17]([Cl:23])[c:18]([F:22])[cH:19][cH:20][cH:21]1.[C:30]([O:31][CH2:32][CH3:33])(=[O:34])[CH3:35].[C:9](=[O:10])([O-:11])[O-:12].[Cs+:13].[Cs+:14].[O:24]=[CH:25][N:26]([CH3:27])[CH3:28].[OH2:29].[c:1]1([CH2:7][SH:8])[cH:2][cH:3][cH:4][cH:5][cH:6]1>>[c:1]1([CH2:7][S:8][c:18]2[c:17]([Cl:23])[c:16]([Br:15])[cH:21][cH:20][cH:19]2)[cH:2][cH:3][cH:4][cH:5][cH:6]1. The reactants are O=C([O-])[O-], [Ca+2], O=C(Nc1ccc(Cl)cc1)c1cc(Cl)ccc1NC(=O)c1sc(CBr)cc1Cl, C1COCCO1, O. Product: O=C(Nc1ccc(Cl)cc1)c1cc(Cl)ccc1NC(=O)c1sc(CO)cc1Cl. Reaction SMILES: [C:29]([O-:30])(=[O:31])[O-:32].[Ca+2:33].[Cl:1][c:2]1[cH:3][cH:4][c:5]([NH:8][C:9]([c:10]2[c:11]([NH:17][C:18](=[O:19])[c:20]3[s:21][c:22]([CH2:26][Br:27])[cH:23][c:24]3[Cl:25])[cH:12][cH:13][c:14]([Cl:16])[cH:15]2)=[O:28])[cH:6][cH:7]1.[O:34]1[CH2:35][CH2:36][O:37][CH2:38][CH2:39]1.[OH2:40]>>[Cl:1][c:2]1[cH:3][cH:4][c:5]([NH:8][C:9]([c:10]2[c:11]([NH:17][C:18](=[O:19])[c:20]3[s:21][c:22]([CH2:26][OH:30])[cH:23][c:24]3[Cl:25])[cH:12][cH:13][c:14]([Cl:16])[cH:15]2)=[O:28])[cH:6][cH:7]1. Starting materials: CC(Cl)c1cccnc1, CCN(CC)C1CCC(N)CC1. Reagents/catalysts: O=C([O-])[O-].[Cs+].[Cs+] (cesium carbonate), [I-].[K+] (potassium iodide). Run in CN(C)C=O (DMF), CN(C)C=O (dmf), CN(C)C=O (DMF). Reaction conditions: temperature 70 celsius, time 16 hour. Product: CCN(CC)C1CCC(NC(C)c2cccnc2)CC1. Reactants: C#CCOc1c(OC)cc(C(=O)O)cc1OC, Cc1ccccc1, CN(C)C=O, O=S(Cl)Cl. The product is C#CCOc1c(OC)cc(C(=O)Cl)cc1OC. As a reaction SMILES: [CH2:8]([C:9]#[CH:10])[O:11][c:12]1[c:13]([O:23][CH3:24])[cH:14][c:15]([C:16](=[O:17])[OH:18])[cH:19][c:20]1[O:21][CH3:22].[CH3:1][c:2]1[cH:3][cH:4][cH:5][cH:6][cH:7]1.[O:29]=[CH:30][N:31]([CH3:32])[CH3:33].[S:25]([Cl:26])([Cl:27])=[O:28]>>[CH2:8]([C:9]#[CH:10])[O:11][c:12]1[c:13]([O:23][CH3:24])[cH:14][c:15]([C:16](=[O:17])[Cl:27])[cH:19][c:20]1[O:21][CH3:22]. Reactants: O (water), C1=CC(=CC=C1[N+](=O)[O-])O (p-nitrophenol), C(CCCCCCCCC)I (n-decyl iodide), C([O-])([O-])=O.[K+].[K+] (Potassium carbonate). Run in CN(C)C=O (DMF). Run at temperature 100 celsius, time 2 hour. Yields the product C(CCCCCCCCC)OC1=CC=C(C=C1)[N+](=O)[O-] (4-decyloxynitrobenzene). Isolated yield 108.8%. As a reaction SMILES: [CH:1]1[C:6]([N+:7]([O-:9])=[O:8])=[CH:5][CH:4]=[C:3]([OH:10])[CH:2]=1.[CH2:11](I)[CH2:12][CH2:13][CH2:14][CH2:15][CH2:16][CH2:17][CH2:18][CH2:19][CH3:20].C(=O)([O-])[O-].[K+].[K+].O>CN(C=O)C>[CH2:11]([O:10][C:3]1[CH:4]=[CH:5][C:6]([N+:7]([O-:9])=[O:8])=[CH:1][CH:2]=1)[CH2:12][CH2:13][CH2:14][CH2:15][CH2:16][CH2:17][CH2:18][CH2:19][CH3:20] |f:2.3.4|. Procedure: At the outset, p-nitrophenol 1 (13.4 g, 96 mmol) and n-decyl iodide (25 g, 93 mmol) were dissolved in DMF (100 ml) to prepare a solution. Potassium carbonate (12.9 g) was added to the solution, and the mixture was stirred at 100° C. for about 2 hr. After the disappearance of the starting material was confirmed by TLC, the reaction mixture was allowed to cool to room temperature. Upon the addition of water and salt in an ice bath, solid matter was precipitated, and the solid was collected by filt...